This data is from the Open Reaction Database (ORD), a public repository of structured organic reaction records. The task is: describe an organic reaction: reactants, conditions, products, and yield The reactants are O1CC(CC1)OC1=CC=C(C=C1)O (4-(Tetrahydro-furan-3-yloxy)-phenol). Reagents/catalysts: [Rh] (Rh/C). Solvent: [OH-].[Na+] (NaOH). Run at time 3 hour. The product is O1CC(CC1)OC1CCC(CC1)O (4-(Tetrahydro-furan-3-yloxy)-cyclohexanol). The yield is 85.9%. RXN SMILES: [O:1]1[CH2:5][CH2:4][CH:3]([O:6][C:7]2[CH:12]=[CH:11][C:10]([OH:13])=[CH:9][CH:8]=2)[CH2:2]1>[OH-].[Na+].[Rh]>[O:1]1[CH2:5][CH2:4][CH:3]([O:6][CH:7]2[CH2:8][CH2:9][CH:10]([OH:13])[CH2:11][CH2:12]2)[CH2:2]1 |f:1.2|. Procedure details: 4-(Tetrahydro-furan-3-yloxy)-phenol (900 mg, 5.00 mmol) was dissolved in 25 ml 0.4N NaOH and stirred with 500 mg Rh/C 5% under hydrogen atmosphere at 60° C. and 4 bar pressure for 3 hours. The catalyst was filtered off and the clear solution acidified with conc. H2SO4 to pH 1. The aqueous layer was saturated with NaCl and extracted two times with dichloromethane. The organic extracts were dried with sodium sulfate, filtered and evaporated. The crude product (800 mg, 86%) was obtained as a light ... Reactants: O=C([O-])[O-], COC(=O)OC, CN(C)C=O, [K+], [K+], N#CCc1c[nH]c2ccccc12, O, c1ccc2[nH]ccc2c1. The product is Cn1cc(CC#N)c2ccccc21. RXN SMILES: [C:13](=[O:14])([O-:15])[O-:16].[CH3:19][O:20][C:21]([O:22][CH3:23])=[O:24].[CH3:35][N:36]([CH3:37])[CH:38]=[O:39].[K+:17].[K+:18].[N:1]#[C:2][CH2:3][c:4]1[cH:5][nH:6][c:7]2[cH:8][cH:9][cH:10][cH:11][c:12]12.[OH2:34].[nH:25]1[c:26]2[c:27]([cH:28][cH:29][cH:30][cH:31]2)[cH:32][cH:33]1>>[N:1]#[C:2][CH2:3][c:4]1[cH:5][n:6]([CH3:13])[c:7]2[cH:8][cH:9][cH:10][cH:11][c:12]12. Reactants: CO, CCCCCCCCCCCCCCC(O)C(=O)O. The product is CCCCCCCCCCCCCCC(O)C(=O)OC. Reaction SMILES: [CH3:20][OH:21].[OH:1][CH:2]([C:3](=[O:4])[OH:5])[CH2:6][CH2:7][CH2:8][CH2:9][CH2:10][CH2:11][CH2:12][CH2:13][CH2:14][CH2:15][CH2:16][CH2:17][CH2:18][CH3:19]>>[OH:1][CH:2]([C:3]([O:4][CH3:20])=[O:5])[CH2:6][CH2:7][CH2:8][CH2:9][CH2:10][CH2:11][CH2:12][CH2:13][CH2:14][CH2:15][CH2:16][CH2:17][CH2:18][CH3:19]. The reactants are CN, COc1ccc(Cn2cc(-c3ccnc(F)c3)c(-c3cccc([N+](=O)[O-])c3)n2)cc1, C1COCCO1, O. Product: CNc1cc(-c2cn(Cc3ccc(OC)cc3)nc2-c2cccc([N+](=O)[O-])c2)ccn1. As a reaction SMILES: [CH3:31][NH2:32].[F:1][c:2]1[n:3][cH:4][cH:5][c:6](-[c:8]2[c:9](-[c:22]3[cH:23][c:24]([N+:28](=[O:29])[O-:30])[cH:25][cH:26][cH:27]3)[n:10][n:11]([CH2:13][c:14]3[cH:15][cH:16][c:17]([O:20][CH3:21])[cH:18][cH:19]3)[cH:12]2)[cH:7]1.[O:34]1[CH2:35][CH2:36][O:37][CH2:38][CH2:39]1.[OH2:33]>>[c:2]1([NH:32][CH3:31])[n:3][cH:4][cH:5][c:6](-[c:8]2[c:9](-[c:22]3[cH:23][c:24]([N+:28](=[O:29])[O-:30])[cH:25][cH:26][cH:27]3)[n:10][n:11]([CH2:13][c:14]3[cH:15][cH:16][c:17]([O:20][CH3:21])[cH:18][cH:19]3)[cH:12]2)[cH:7]1.